This data is from the Open Reaction Database (ORD), a public repository of structured organic reaction records. The task is: describe an organic reaction: reactants, conditions, products, and yield Starting materials: FC(C(=O)O)(F)F (Trifluoroacetic Acid), C(C)(C)(C)C1=CC2=C(NC(=N2)CCC2CC(C2)N(C)C[C@H]2C[C@H]([C@H]3[C@@H]2OC(O3)(C)C)N3C=CC2=C3N=CN=C2NCC2=C(C=C(C=C2)OC)OC)C=C1 (7-((3aS,4R,6R,6aR)-6-(((3-(2-(5-(tert-butyl)-1H-benzo[d]imidazol-2-yl)ethyl)cyclobutyl)(methyl)amino)methyl)-2,2-dimethyltetrahydro-3aH-cyclopenta[d][1,3]dioxol-4-yl)-N-(2,4-dimethoxybenzyl)-7H-pyrrolo[2,3-d]pyrimidin-4-amine), C(C)[SiH](CC)CC (Triethylsilane). Solvent: O (Water). Reaction conditions: time 8 hour. Yields the product NC=1C2=C(N=CN1)N(C=C2)[C@H]2[C@@H]([C@@H]([C@H](C2)CN(C)C2CC(C2)CCC2=NC1=C(N2)C=CC(=C1)C(C)(C)C)O)O ((1R,2S,3R,5R)-3-(4-amino-7H-pyrrolo[2,3-d]pyrimidin-7-yl)-5-(((3-(2-(5-(tert-butyl)-1H-benzo[d]imidazol-2-yl)ethyl)cyclobutyl)(methyl)amino)methyl)cyclopentane-1,2-diol). Isolated yield 40.3%. Reaction SMILES: FC(F)(F)C(O)=O.[C:8]([C:12]1[CH:60]=[CH:59][C:15]2[NH:16][C:17]([CH2:19][CH2:20][CH:21]3[CH2:24][CH:23]([N:25]([CH2:27][C@@H:28]4[C@H:32]5[O:33]C(C)(C)[O:35][C@H:31]5[C@H:30]([N:38]5[C:42]6[N:43]=[CH:44][N:45]=[C:46]([NH:47]CC7C=CC(OC)=CC=7OC)[C:41]=6[CH:40]=[CH:39]5)[CH2:29]4)[CH3:26])[CH2:22]3)=[N:18][C:14]=2[CH:13]=1)([CH3:11])([CH3:10])[CH3:9].C([SiH](CC)CC)C>O>[NH2:47][C:46]1[C:41]2[CH:40]=[CH:39][N:38]([C@@H:30]3[CH2:29][C@H:28]([CH2:27][N:25]([CH:23]4[CH2:22][CH:21]([CH2:20][CH2:19][C:17]5[NH:16][C:15]6[CH:59]=[CH:60][C:12]([C:8]([CH3:9])([CH3:10])[CH3:11])=[CH:13][C:14]=6[N:18]=5)[CH2:24]4)[CH3:26])[C@@H:32]([OH:33])[C@H:31]3[OH:35])[C:42]=2[N:43]=[CH:44][N:45]=1. Procedure: Trifluoroacetic Acid (5 ml) added to a mix lure of Water (0.5 ml) and 7-((3aS,4R,6R,6aR)-6-(((3-(2-(5-(tert-butyl)-1H-benzo[d]imidazol-2-yl)ethyl)cyclobutyl)(methyl)amino)methyl)-2,2-dimethyltetrahydro-3aH-cyclopenta[d][1,3]dioxol-4-yl)-N-(2,4-dimethoxybenzyl)-7H-pyrrolo[2,3-d]pyrimidin-4-amine (0.20 g, 0.28 mmol) at RT. The reaction was allowed to proceed overnight upon which it was quenched with Triethylsilane (0.088 ml, 0.55 mmol). The volatiles were removed in vacuo and resulting residue was... RXN SMILES: [C:1](Cl)(=[O:5])/[CH:2]=[CH:3]/[CH3:4].[C:7]1([C@@H:13]2[CH2:17][O:16][C:15](=[O:18])[NH:14]2)[CH:12]=[CH:11][CH:10]=[CH:9][CH:8]=1>>[CH3:4]/[CH:3]=[CH:2]/[C:1]([N:14]1[C@H:13]([C:7]2[CH:12]=[CH:11][CH:10]=[CH:9][CH:8]=2)[CH2:17][O:16][C:15]1=[O:18])=[O:5]. The yield is 81.1%. Product: C/C=C/C(=O)N1C(OC[C@H]1C1=CC=CC=C1)=O (3-(trans-3-methyl-2-propenoyl)-4-(R)-phenyl-2-oxazolidinone). Starting materials: C(\C=C\C)(=O)Cl (trans-Crotonoyl chloride), C1(=CC=CC=C1)[C@H]1NC(OC1)=O ((R)-4-phenyl-2-oxazolidinone). Procedure: trans-Crotonoyl chloride (2.67 g, 10.24 mmol, Aldrich) was coupled with (R)-4-phenyl-2-oxazolidinone (1.46 g, 8.9 mmol) according to the procedure of Example 1c to afford the title compound (1.67 g). MS m/z 232 (M+H)+, 249 (M+NH4)+. The reactants are Cc1cccc(C)c1N(CC(=O)O)C(=O)c1ccc(Cl)cc1, CCOC(=O)CN. The product is CCOC(=O)CNC(=O)CN(C(=O)c1ccc(Cl)cc1)c1c(C)cccc1C. As a reaction SMILES: [Cl:1][c:2]1[cH:3][cH:4][c:5]([C:6](=[O:7])[N:8]([c:9]2[c:10]([CH3:16])[cH:11][cH:12][cH:13][c:14]2[CH3:15])[CH2:17][C:18](=[O:19])[OH:20])[cH:21][cH:22]1.[NH2:23][CH2:24][C:25](=[O:26])[O:27][CH2:28][CH3:29]>>[Cl:1][c:2]1[cH:3][cH:4][c:5]([C:6](=[O:7])[N:8]([c:9]2[c:10]([CH3:16])[cH:11][cH:12][cH:13][c:14]2[CH3:15])[CH2:17][C:18](=[O:19])[NH:23][CH2:24][C:25](=[O:26])[O:27][CH2:28][CH3:29])[cH:21][cH:22]1. Reactants: N(=O)[O-].[Na+] (sodium nitrite), NC1=C(NC(C2=CC(=CC=C12)OC)=O)C1=CC=C(C=C1)OC (4-amino-7-methoxy-3-(4-methoxyphenyl)isoquinolin-1(2H)-one), [N-]=[N+]=[N-].[Na+] (sodium azide), expected compound 41. The solvent is O (water), O (water), O (water), S(O)(O)(=O)=O (sulphuric acid), C(C)(=O)O (acetic acid). Conditions: time 30 minute. Product: OC1=C(NC(C2=CC(=CC=C12)OC)=O)C1=CC=C(C=C1)OC (4-Hydroxy-7-methoxy-3-(4-methoxyphenyl)isoquinolin-1(2H)-one). As a reaction SMILES: N([O-])=[O:2].[Na+].N[C:6]1[C:15]2[C:10](=[CH:11][C:12]([O:16][CH3:17])=[CH:13][CH:14]=2)[C:9](=[O:18])[NH:8][C:7]=1[C:19]1[CH:24]=[CH:23][C:22]([O:25][CH3:26])=[CH:21][CH:20]=1.[N-]=[N+]=[N-].[Na+]>O.C(O)(=O)C.S(=O)(=O)(O)O>[OH:2][C:6]1[C:15]2[C:10](=[CH:11][C:12]([O:16][CH3:17])=[CH:13][CH:14]=2)[C:9](=[O:18])[NH:8][C:7]=1[C:19]1[CH:24]=[CH:23][C:22]([O:25][CH3:26])=[CH:21][CH:20]=1 |f:0.1,3.4|. Procedure: At 0° C., a solution of sodium nitrite (24.8 mg, 0.36 mmol) in water (0.5 mL) is added slowly to a solution of 4-amino-7-methoxy-3-(4-methoxyphenyl)isoquinolin-1(2H)-one (100 mg, 0.33 mmol) dissolved in acetic acid (1 mL) and sulphuric acid (0.5 mL). The mixture is left under stirring under cold conditions for 30 minutes then sodium azide (25.7 mg, 0.39 mmol) dissolved in a minimum amount of water (0.2 mL) is introduced slowly. Stirring, still under cold conditions, is maintained for another 3 h... Reactants: C=CC1=CC=CC=C1 (styrene). Solvent: C1=CC=CC=C1 (benzene). Product: C1(=CC=CC=C1)C(C)C1=CC=CC=C1 (1,1-diphenylethane). The yield is 25.0%. RXN SMILES: [CH2:1]=[CH:2][C:3]1[CH:8]=[CH:7][CH:6]=[CH:5][CH:4]=1>C1C=CC=CC=1>[C:3]1([CH:2]([C:3]2[CH:8]=[CH:7][CH:6]=[CH:5][CH:4]=2)[CH3:1])[CH:8]=[CH:7][CH:6]=[CH:5][CH:4]=1. Procedure details: One known synthesis of this odorant is based on the Friedel-Crafts reaction of styrene with benzene (see Spilker and Schade, Chem. Berichte, 65 (1932), 1686. The product 1,1-diphenylethane was obtained in only 25% yield. Other procedures described in the literature, for example the reaction of benzyl chloride with toluene and cupric chlorides as catalysts (U.S. Pat. No. 3,679,760) or the oxidative coupling of ethylbenzene and benzene with a catalyst consisting of aluminum and cupric chlorides (U...